The task is: describe an organic reaction: reactants, conditions, products, and yield. This data is from the Open Reaction Database (ORD), a public repository of structured organic reaction records. Starting materials: [C@H]12[C@H](NC[C@@H]2C1)CNC(=O)C1=C(N=C2SC=CN21)C (6-Methyl-imidazo[2,1-b]thiazole-5-carboxylic acid[(1S,2S,5R)-1-(3-aza-bicyclo[3.1.0]hex-2-yl)methyl]-amide), C1(CCCCC1)C1=C(C(=O)O)C=CC=C1 (2-Cyclohexyl-benzoic acid). Yields the product C1(CCCCC1)C1=C(C(=O)N2[C@@H]([C@H]3C[C@H]3C2)CNC(=O)C2=C(N=C3SC=CN32)C)C=CC=C1 (6-Methyl-imidazo[2,1-b]thiazole-5-carboxylic acid[(1S,2S,5R)-3-(2-cyclohexyl-benzoyl)-3-aza-bicyclo[3.1.0]hex-2-ylmethyl]-amide). As a reaction SMILES: [C@H:1]12[CH2:6][C@H:5]1[CH2:4][NH:3][C@@H:2]2[CH2:7][NH:8][C:9]([C:11]1[N:18]2[C:14]([S:15][CH:16]=[CH:17]2)=[N:13][C:12]=1[CH3:19])=[O:10].[CH:20]1([C:26]2[CH:34]=[CH:33][CH:32]=[CH:31][C:27]=2[C:28](O)=[O:29])[CH2:25][CH2:24][CH2:23][CH2:22][CH2:21]1>>[CH:20]1([C:26]2[CH:34]=[CH:33][CH:32]=[CH:31][C:27]=2[C:28]([N:3]2[CH2:4][C@H:5]3[C@H:1]([CH2:6]3)[C@H:2]2[CH2:7][NH:8][C:9]([C:11]2[N:18]3[C:14]([S:15][CH:16]=[CH:17]3)=[N:13][C:12]=2[CH3:19])=[O:10])=[O:29])[CH2:21][CH2:22][CH2:23][CH2:24][CH2:25]1. Procedure: prepared by reaction of 6-Methyl-imidazo[2,1-b]thiazole-5-carboxylic acid[(1S,2S,5R)-1-(3-aza-bicyclo[3.1.0]hex-2-yl)methyl]-amide with 2-Cyclohexyl-benzoic acid. LC-MS (basic): tR=1.42 min; [M+H]+=463.2. The reactants are C(C1=CC=CC=C1)C1=NOC(=N1)C1=CC=CC=C1 (3-benzyl-5-phenyl-1,2,4-oxadiazole), C(C)(C)(C)OP(OC(C)(C)C)(=O)C(F)(F)C1=C(C=C(C=C1)CBr)Br (di(tert-butyl)[[2-bromo-4-(bromomethyl)phenyl](difluoro)methyl]phosphonate). The product is BrC1=C(C=CC(=C1)CC(C1=NOC(=N1)C1=CC=CC=C1)C1=CC=CC=C1)C(F)(F)P(OC(C)(C)C)(OC(C)(C)C)=O (di(tert-butyl) [2-bromo-4-[2-phenyl-2-(5-phenyl-1,2,4-oxadiazol-3-yl)ethyl]phenyl(difluoro)methyl]phosphonate). RXN SMILES: [CH2:1]([C:8]1[N:12]=[C:11]([C:13]2[CH:18]=[CH:17][CH:16]=[CH:15][CH:14]=2)[O:10][N:9]=1)[C:2]1[CH:7]=[CH:6][CH:5]=[CH:4][CH:3]=1.[C:19]([O:23][P:24]([C:31]([C:34]1[CH:39]=[CH:38][C:37]([CH2:40]Br)=[CH:36][C:35]=1[Br:42])([F:33])[F:32])(=[O:30])[O:25][C:26]([CH3:29])([CH3:28])[CH3:27])([CH3:22])([CH3:21])[CH3:20]>>[Br:42][C:35]1[CH:36]=[C:37]([CH2:40][CH:1]([C:2]2[CH:3]=[CH:4][CH:5]=[CH:6][CH:7]=2)[C:8]2[N:12]=[C:11]([C:13]3[CH:18]=[CH:17][CH:16]=[CH:15][CH:14]=3)[O:10][N:9]=2)[CH:38]=[CH:39][C:34]=1[C:31]([P:24](=[O:30])([O:25][C:26]([CH3:29])([CH3:28])[CH3:27])[O:23][C:19]([CH3:22])([CH3:20])[CH3:21])([F:32])[F:33]. Procedure: Starting with 3-benzyl-5-phenyl-1,2,4-oxadiazole and di(tert-butyl)[[2-bromo-4-(bromomethyl)phenyl](difluoro)methyl]phosphonate, the title compound was prepared as an oil by using the same procedure described in Step 3 of Example 4. Reactants: ClC1=NC=C(C(=C1)N(S(=O)(=O)C)S(=O)(=O)C)I (N-(2-Chloro-5-iodopyridin-4-yl)-N-(methylsulfonyl)methanesulfonamide), [OH-].[Na+] (sodium hydroxide). Solvent: C1CCOC1 (THF). Reaction conditions: temperature 2.5 celsius. Yields the product ClC1=NC=C(C(=C1)NS(=O)(=O)C)I (N-(2-Chloro-5-iodopyridin-4-yl)methanesulfonamide). Yield: 86.7%. As a reaction SMILES: [Cl:1][C:2]1[CH:7]=[C:6]([N:8](S(C)(=O)=O)[S:9]([CH3:12])(=[O:11])=[O:10])[C:5]([I:17])=[CH:4][N:3]=1.[OH-].[Na+]>C1COCC1>[Cl:1][C:2]1[CH:7]=[C:6]([NH:8][S:9]([CH3:12])(=[O:11])=[O:10])[C:5]([I:17])=[CH:4][N:3]=1 |f:1.2|. Procedure details: N-(2-chloro-5-iodopyridin-4-yl)-N-(methylsulfonyl)methanesulfonamide (13) (1.1 g) was stirred with THF (6.8 mL) and 10% sodium hydroxide (6.8 mL) at room temperature overnight. The THF was evaporated and the aqueous was brought to pH about 5 with 10% citric acid solution. Product was deposited—the mixture was cooled at 0-5° C. for 0.5 h and the product filtered off. It was washed with a little water and dried over sodium hydroxide in a vacuum desiccator to give the title compound (772 mg, 83%). ... Starting materials: CO, COC(=O)C1=CC(O)C(NC(=O)OC(C)(C)C)C1, ClCCl. Yields the product COC(=O)C1CC(O)C(NC(=O)OC(C)(C)C)C1. Reaction SMILES: [CH3:19][OH:20].[CH3:1][O:2][C:3](=[O:4])[C:5]1=[CH:6][CH:7]([OH:18])[CH:8]([NH:10][C:11](=[O:12])[O:13][C:14]([CH3:15])([CH3:16])[CH3:17])[CH2:9]1.[Cl:21][CH2:22][Cl:23]>>[CH3:1][O:2][C:3](=[O:4])[CH:5]1[CH2:6][CH:7]([OH:18])[CH:8]([NH:10][C:11](=[O:12])[O:13][C:14]([CH3:15])([CH3:16])[CH3:17])[CH2:9]1. As a reaction SMILES: [C:1]([O:6][CH:7]([CH2:14][CH3:15])[C:8]([C:11]([OH:13])=[O:12])([F:10])[F:9])(=[O:5])[C:2]([CH3:4])=[CH2:3].[OH-].[Na+].[Br-].[C:19]1([S+:25]([C:32]2[CH:37]=[CH:36][CH:35]=[CH:34][CH:33]=2)[C:26]2[CH:31]=[CH:30][CH:29]=[CH:28][CH:27]=2)[CH:24]=[CH:23][CH:22]=[CH:21][CH:20]=1>C(Cl)(Cl)Cl>[F:9][C:8]([F:10])([CH:7]([O:6][C:1](=[O:5])[C:2]([CH3:4])=[CH2:3])[CH2:14][CH3:15])[C:11]([O-:13])=[O:12].[C:32]1([S+:25]([C:19]2[CH:20]=[CH:21][CH:22]=[CH:23][CH:24]=2)[C:26]2[CH:31]=[CH:30][CH:29]=[CH:28][CH:27]=2)[CH:33]=[CH:34][CH:35]=[CH:36][CH:37]=1 |f:1.2,3.4,6.7|. Reported procedure: A 1-L glass flask equipped with a dropping funnel was charged with 108 g (0.486 mol) of 1-hydroxycarbonyl-1,1-difluoro-2-butyl methacrylate and 108 g of chloroform, which were stirred and cooled at 0° C. Then 224 g (0.560 mol/1.15 equivalent) of a 10 wt % sodium hydroxide aqueous solution was added dropwise to the solution, which was stirred at room temperature for 1 hour. Then 169 g (0.492 mol/1.01 equivalent) of triphenylsulfonium bromide in 432 g of chloroform was added to the solution, which... The solvent is C(Cl)(Cl)Cl (chloroform), C(Cl)(Cl)Cl (chloroform). The product is FC(C(=O)[O-])(C(CC)OC(C(=C)C)=O)F.C1(=CC=CC=C1)[S+](C1=CC=CC=C1)C1=CC=CC=C1 (triphenylsulfonium 2,2-difluoro-3-methacryloyloxypentanoate). Isolated yield 101.1%. Conditions: temperature 0 celsius. Starting materials: C(C(=C)C)(=O)OC(C(F)(F)C(=O)O)CC (1-hydroxycarbonyl-1,1-difluoro-2-butyl methacrylate), 1-L, [Br-].C1(=CC=CC=C1)[S+](C1=CC=CC=C1)C1=CC=CC=C1 (triphenylsulfonium bromide), [OH-].[Na+] (sodium hydroxide). Starting materials: CC=1C=CC(=C(C(=O)O)C1)N1N=CC=N1 (5-methyl-2-(2H-1,2,3-triazol-2-yl)benzoic acid), N1N=CN=C1 (1H-1,2,4-triazole). The product is CC=1C=CC(=C(C(=O)O)C1)N1N=CN=C1 (5-Methyl-2-(1H-1,2,4-triazol-1-yl)benzoic acid). Reaction SMILES: [CH3:1][C:2]1[CH:3]=[CH:4][C:5]([N:11]2[N:15]=[CH:14]C=N2)=[C:6]([CH:10]=1)[C:7]([OH:9])=[O:8].[NH:16]1[CH:20]=NC=N1>>[CH3:1][C:2]1[CH:3]=[CH:4][C:5]([N:11]2[CH:20]=[N:16][CH:14]=[N:15]2)=[C:6]([CH:10]=1)[C:7]([OH:9])=[O:8]. Procedure details: The title compound was synthesized following the same general protocol as described for 5-methyl-2-(2H-1,2,3-triazol-2-yl)benzoic acid in Example A11 using 1H-1,2,4-triazole. ESI-MS (m/z): 204 [M+1]+. Starting materials: N#Cc1cccc(C(Br)c2ccc(Cl)cc2)c1, CC#N, CCN(C(C)C)C(C)C, CCOC(=O)c1cc(F)cc(C(C2CNC2)C(C)(C)F)c1. Product: CCOC(=O)c1cc(F)cc(C(C2CN(C(c3ccc(Cl)cc3)c3cccc(C#N)c3)C2)C(C)(C)F)c1. Reaction SMILES: [Br:22][CH:23]([c:24]1[cH:25][c:26]([C:27]#[N:28])[cH:29][cH:30][cH:31]1)[c:32]1[cH:33][cH:34][c:35]([Cl:38])[cH:36][cH:37]1.[CH3:48][C:49]#[N:50].[CH:39]([N:40]([CH2:41][CH3:42])[CH:43]([CH3:44])[CH3:45])([CH3:46])[CH3:47].[NH:1]1[CH2:2][CH:3]([CH:5]([C:6]([CH3:7])([CH3:8])[F:9])[c:10]2[cH:11][c:12]([C:13](=[O:14])[O:15][CH2:16][CH3:17])[cH:18][c:19]([F:21])[cH:20]2)[CH2:4]1>>[N:1]1([CH:23]([c:24]2[cH:25][c:26]([C:27]#[N:28])[cH:29][cH:30][cH:31]2)[c:32]2[cH:33][cH:34][c:35]([Cl:38])[cH:36][cH:37]2)[CH2:2][CH:3]([CH:5]([C:6]([CH3:7])([CH3:8])[F:9])[c:10]2[cH:11][c:12]([C:13](=[O:14])[O:15][CH2:16][CH3:17])[cH:18][c:19]([F:21])[cH:20]2)[CH2:4]1. The reactants are CC(C)(C)OC(=O)N1CCc2cc(O)ccc2C1, ClCCl, CC(C)OC(=O)N=NC(=O)OC(C)C, C1CCOC1, OCC1CCN(c2ccncc2)CC1, c1ccc(P(c2ccccc2)c2ccccc2)cc1. Product: CC(C)(C)OC(=O)N1CCc2cc(OCC3CCN(c4ccncc4)CC3)ccc2C1. Reaction SMILES: [C:1]([CH3:2])([CH3:3])([CH3:4])[O:5][C:6](=[O:7])[N:8]1[CH2:9][c:10]2[cH:11][cH:12][c:13]([OH:18])[cH:14][c:15]2[CH2:16][CH2:17]1.[CH2:71]([Cl:72])[Cl:73].[O:52]=[C:53]([O:54][CH:55]([CH3:56])[CH3:57])[N:58]=[N:59][C:60]([O:61][CH:62]([CH3:63])[CH3:64])=[O:65].[O:66]1[CH2:67][CH2:68][CH2:69][CH2:70]1.[OH:19][CH2:20][CH:21]1[CH2:22][CH2:23][N:24]([c:27]2[cH:28][cH:29][n:30][cH:31][cH:32]2)[CH2:25][CH2:26]1.[c:33]1([P:34]([c:35]2[cH:36][cH:37][cH:38][cH:39][cH:40]2)[c:41]2[cH:42][cH:43][cH:44][cH:45][cH:46]2)[cH:47][cH:48][cH:49][cH:50][cH:51]1>>[C:1]([CH3:2])([CH3:3])([CH3:4])[O:5][C:6](=[O:7])[N:8]1[CH2:9][c:10]2[cH:11][cH:12][c:13]([O:18][CH2:20][CH:21]3[CH2:22][CH2:23][N:24]([c:27]4[cH:28][cH:29][n:30][cH:31][cH:32]4)[CH2:25][CH2:26]3)[cH:14][c:15]2[CH2:16][CH2:17]1. The reactants are FC1=CC=C(CN)C=C1 (4-fluorobenzylamine), ClC=1C2=C(N=C(N1)C=1C=NC=CC1)SC=C2C (4-chloro-2-(pyridin-3-yl)-5-methyl-thieno-[2,3-d]-pyrimidine). The product is N1=CC(=CC=C1)C=1N=C(C2=C(N1)SC=C2C)NCC2=CC=C(C=C2)F (2-(pyridin-3-yl)-4-(4-fluorobenzylamino)-5-methyl-thieno-[2,3-d]-pyrimidine). Reaction SMILES: [F:1][C:2]1[CH:9]=[CH:8][C:5]([CH2:6][NH2:7])=[CH:4][CH:3]=1.Cl[C:11]1[C:12]2[C:25]([CH3:26])=[CH:24][S:23][C:13]=2[N:14]=[C:15]([C:17]2[CH:18]=[N:19][CH:20]=[CH:21][CH:22]=2)[N:16]=1>>[N:19]1[CH:20]=[CH:21][CH:22]=[C:17]([C:15]2[N:16]=[C:11]([NH:7][CH2:6][C:5]3[CH:8]=[CH:9][C:2]([F:1])=[CH:3][CH:4]=3)[C:12]3[C:25]([CH3:26])=[CH:24][S:23][C:13]=3[N:14]=2)[CH:18]=1. Procedure: With the procedure of Example 1, the reaction of 4-fluorobenzylamine with 4-chloro-2-(pyridin-3-yl)-5-methyl-thieno-[2,3-d]-pyrimidine yields 2-(pyridin-3-yl)-4-(4-fluorobenzylamino)-5-methyl-thieno-[2,3-d]-pyrimidine.